describe an organic reaction: reactants, conditions, products, and yield From a dataset of the Open Reaction Database (ORD), a public repository of structured organic reaction records. Starting materials: COc1cc(N2CCOCC2)ccc1N, COc1cc(N2CCN(C)CC2)c2oc(C(=O)O)cc(=O)c2c1, Cl. Yields the product COc1cc(N2CCN(C)CC2)c2oc(C(=O)Nc3ccc(N4CCOCC4)cc3OC)cc(=O)c2c1. As a reaction SMILES: [CH3:25][O:26][c:27]1[c:28]([NH2:39])[cH:29][cH:30][c:31]([N:33]2[CH2:34][CH2:35][O:36][CH2:37][CH2:38]2)[cH:32]1.[CH3:2][O:3][c:4]1[cH:5][c:6]2[c:7](=[O:24])[cH:8][c:9]([C:21](=[O:22])[OH:23])[o:10][c:11]2[c:12]([N:14]2[CH2:15][CH2:16][N:17]([CH3:20])[CH2:18][CH2:19]2)[cH:13]1.[ClH:1]>>[CH3:2][O:3][c:4]1[cH:5][c:6]2[c:7](=[O:24])[cH:8][c:9]([C:21](=[O:23])[NH:39][c:28]3[c:27]([O:26][CH3:25])[cH:32][c:31]([N:33]4[CH2:34][CH2:35][O:36][CH2:37][CH2:38]4)[cH:30][cH:29]3)[o:10][c:11]2[c:12]([N:14]2[CH2:15][CH2:16][N:17]([CH3:20])[CH2:18][CH2:19]2)[cH:13]1. The reactants are CC1=NOC(=C1COC1=CC=C(C=C1)S(=O)(=O)NC1=NC=C(C=C1)C(C)C)C (4-((3,5-dimethylisoxazol-4-yl)methoxy)-N-(5-isopropylpyridin-2-yl)benzenesulfonamide), C(C)(C)(C)N=C(N(C)C)N(C)C (2-(tert-butyl)-1,1,3,3-tetramethylguanidine). The solvent is C(C)#N (acetonitrile). Yields the product CC1=NOC(=C1COC1=CC=C(C=C1)S(=O)(=O)N(C1=NC=C(C=C1)C(C)C)CC(C)C)C (4-((3,5-dimethylisoxazol-4-yl)-methoxy)-N-isobutyl-N-(5-isopropylpyridin-2-yl)benzenesulfonamide). Isolated yield 17.1%. RXN SMILES: [CH3:1][C:2]1[C:6]([CH2:7][O:8][C:9]2[CH:14]=[CH:13][C:12]([S:15]([NH:18][C:19]3[CH:24]=[CH:23][C:22]([CH:25]([CH3:27])[CH3:26])=[CH:21][N:20]=3)(=[O:17])=[O:16])=[CH:11][CH:10]=2)=[C:5]([CH3:28])[O:4][N:3]=1.[C:29](N=C(N(C)C)N(C)C)([CH3:32])([CH3:31])[CH3:30]>C(#N)C>[CH3:1][C:2]1[C:6]([CH2:7][O:8][C:9]2[CH:10]=[CH:11][C:12]([S:15]([N:18]([CH2:30][CH:29]([CH3:32])[CH3:31])[C:19]3[CH:24]=[CH:23][C:22]([CH:25]([CH3:26])[CH3:27])=[CH:21][N:20]=3)(=[O:17])=[O:16])=[CH:13][CH:14]=2)=[C:5]([CH3:28])[O:4][N:3]=1. Procedure: The title compound (7.6 mg) was prepared from 4-((3,5-dimethylisoxazol-4-yl)methoxy)-N-(5-isopropylpyridin-2-yl)benzenesulfonamide (39 mg, 0.097 mmol) and 2-(tert-butyl)-1,1,3,3-tetramethylguanidine (0.020 mL, 0.097 mmol) in acetonitrile (2 mL), following the procedure described for Example 1. LCMS (2 min, formic) Rt 1.37 min, m/z (ES+) 458 (M+H). The reactants are C(C)OC(=O)C1=C(N(C2=CC=C(C=C12)O)C1=CC=C(C=C1)Cl)CC(=O)OCC (1-(4-Chlorophenyl)-2-ethoxycarbonylmethyl-5-hydroxyindole-3-carboxylic acid ethyl ester), FC(C1=CC=C(C=C1)B(O)O)(F)F (4-trifluoromethylbenzeneboronic acid). The product is C(C)OC(=O)C1=C(N(C2=CC=C(C=C12)OC1=CC=C(C=C1)C(F)(F)F)C1=CC=C(C=C1)Cl)CC(=O)OCC (1-(4-Chlorophenyl)-2-ethoxycarbonylmethyl-5-(4-trifluoromethylphenoxy)indole-3-carboxylic acid ethyl ester). RXN SMILES: [CH2:1]([O:3][C:4]([C:6]1[C:14]2[C:9](=[CH:10][CH:11]=[C:12]([OH:15])[CH:13]=2)[N:8]([C:16]2[CH:21]=[CH:20][C:19]([Cl:22])=[CH:18][CH:17]=2)[C:7]=1[CH2:23][C:24]([O:26][CH2:27][CH3:28])=[O:25])=[O:5])[CH3:2].[F:29][C:30]([F:41])([F:40])[C:31]1[CH:36]=[CH:35][C:34](B(O)O)=[CH:33][CH:32]=1>>[CH2:1]([O:3][C:4]([C:6]1[C:14]2[C:9](=[CH:10][CH:11]=[C:12]([O:15][C:34]3[CH:35]=[CH:36][C:31]([C:30]([F:41])([F:40])[F:29])=[CH:32][CH:33]=3)[CH:13]=2)[N:8]([C:16]2[CH:21]=[CH:20][C:19]([Cl:22])=[CH:18][CH:17]=2)[C:7]=1[CH2:23][C:24]([O:26][CH2:27][CH3:28])=[O:25])=[O:5])[CH3:2]. Reported procedure: The sub-title compound was prepared in accordance with step (c) Example 1 from 1-(4-chlorophenyl)-2-ethoxycarbonylmethyl-5-hydroxyindole-3-carboxylic acid ethyl ester (185 mg, 0.46 mmol, see step (b) Example 2) and 4-trifluoromethylbenzeneboronic acid (129 mg, 0.68 mmol). Yield 145 mg (58%). RXN SMILES: I[C:2]1[CH:10]=[C:9]2[C:5]([CH:6]=[N:7][N:8]2[C:11]2[CH:16]=[CH:15][N:14]=[C:13]([NH2:17])[N:12]=2)=[CH:4][CH:3]=1.N1CCCCC1.[S:24]1[CH:28]=[CH:27][N:26]=[C:25]1[C:29]([OH:33])([C:31]#[CH:32])[CH3:30]>C1C=CC([P]([Pd]([P](C2C=CC=CC=2)(C2C=CC=CC=2)C2C=CC=CC=2)([P](C2C=CC=CC=2)(C2C=CC=CC=2)C2C=CC=CC=2)[P](C2C=CC=CC=2)(C2C=CC=CC=2)C2C=CC=CC=2)(C2C=CC=CC=2)C2C=CC=CC=2)=CC=1.[Cu]I>[NH2:17][C:13]1[N:12]=[C:11]([N:8]2[C:9]3[C:5](=[CH:4][CH:3]=[C:2]([C:32]#[C:31][C:29]([C:25]4[S:24][CH:28]=[CH:27][N:26]=4)([OH:33])[CH3:30])[CH:10]=3)[CH:6]=[N:7]2)[CH:16]=[CH:15][N:14]=1 |^1:37,39,58,77|. Reactants: IC1=CC=C2C=NN(C2=C1)C1=NC(=NC=C1)N (4-(6-iodo-1H-indazol-1-yl)pyrimidin-2-amine), N1CCCCC1 (piperidine), S1C(=NC=C1)C(C)(C#C)O (2-(1,3-thiazol-2-yl)but-3-yn-2-ol). Conditions: time 30 minute. Yields the product NC1=NC=CC(=N1)N1N=CC2=CC=C(C=C12)C#CC(C)(O)C=1SC=CN1 (4-[1-(2-aminopyrimidin-4-yl)-1H-indazol-6-yl]-2-(1,3-thiazol-2-yl)but-3-yn-2-ol). The reagents and catalysts are C=1C=CC(=CC1)[P](C=2C=CC=CC2)(C=3C=CC=CC3)[Pd]([P](C=4C=CC=CC4)(C=5C=CC=CC5)C=6C=CC=CC6)([P](C=7C=CC=CC7)(C=8C=CC=CC8)C=9C=CC=CC9)[P](C=1C=CC=CC1)(C=1C=CC=CC1)C=1C=CC=CC1 (tetrakis(triphenylphosphine)palladium), [Cu]I (copper(I) iodide). Reported procedure: To a mixture of 4-(6-iodo-1H-indazol-1-yl)pyrimidin-2-amine (1-a1) (150 mg, 0.285 mmol) and piperidine (1 mL) was added tetrakis(triphenylphosphine)palladium (49.3 mg, 0.043 mmol), copper(I) iodide (8.1 mg, 0.043 mmol) and 2-(1,3-thiazol-2-yl)but-3-yn-2-ol (I-1) (131 mg, 0.854 mmol). The reaction was purged with N2 and stirred at RT for 30 min. The reaction mixture was concentrated in vacuo and the residue purified by reverse phase preparative HPLC to afford the title compound: 1H NMR (500 MHz, ... Starting materials: C(C)(=O)C1=NN(C2=CC=CC=C12)CC(=O)OC(C)(C)C (tert-butyl 2-(3-acetyl-1H-indazol-1-yl)acetate), C(C)(=O)C1=CN(C2=CC=C(C=C12)OC(F)(F)F)CC(=O)O ((3-acetyl-5-trifluoromethoxy-indol-1-yl)-acetic acid). The product is C(C)(=O)C1=NN(C2=CC=CC=C12)CC(=O)O (2-(3-Acetyl-1H-indazol-1-yl)acetic acid). RXN SMILES: [C:1]([C:4]1[C:12]2[C:7](=[CH:8][CH:9]=[CH:10][CH:11]=2)[N:6]([CH2:13][C:14]([O:16]C(C)(C)C)=[O:15])[N:5]=1)(=[O:3])[CH3:2].C(C1C2C(=CC=C(OC(F)(F)F)C=2)N(CC(O)=O)C=1)(=O)C>>[C:1]([C:4]1[C:12]2[C:7](=[CH:8][CH:9]=[CH:10][CH:11]=2)[N:6]([CH2:13][C:14]([OH:16])=[O:15])[N:5]=1)(=[O:3])[CH3:2]. Procedure: The title compound was prepared from tert-butyl 2-(3-acetyl-1H-indazol-1-yl)acetate in a similar manner as described in step C of Scheme A13 for the preparation of (3-acetyl-5-trifluoromethoxy-indol-1-yl)-acetic acid. MS: 219 [M+H]+; tR (HPLC conditions k): 2.78 min.